Dataset: the Open Reaction Database (ORD), a public repository of structured organic reaction records. Task: describe an organic reaction: reactants, conditions, products, and yield Reaction SMILES: [CH3:13][CH2:14][OH:15].[ClH:12].[N+:8](=[O:9])([O-:10])[CH3:11].[Na+:17].[OH-:16].[o:1]1[cH:2][c:3]([CH:6]=[O:7])[cH:4][cH:5]1>>[o:1]1[cH:2][c:3]([CH:6]=[CH:11][N+:8](=[O:9])[O-:10])[cH:4][cH:5]1. Yields the product O=[N+]([O-])C=Cc1ccoc1. Reactants: CCO, Cl, C[N+](=O)[O-], [Na+], [OH-], O=Cc1ccoc1. Yields the product CCNC(=NS(=O)(=O)c1cccc(C#N)c1)N1CC2(C=N1)CCCC2. RXN SMILES: [C:1](#[N:2])[c:3]1[cH:4][c:5]([S:9](=[O:10])(=[O:11])[Cl:12])[cH:6][cH:7][cH:8]1.[CH2:13]([CH3:14])[NH:15][C:16](=[NH:17])[N:18]1[CH2:19][C:20]2([CH:21]=[N:22]1)[CH2:23][CH2:24][CH2:25][CH2:26]2.[Cl:27][CH2:28][Cl:29]>>[C:1](#[N:2])[c:3]1[cH:4][c:5]([S:9](=[O:10])(=[O:11])[N:17]=[C:16]([NH:15][CH2:13][CH3:14])[N:18]2[CH2:19][C:20]3([CH:21]=[N:22]2)[CH2:23][CH2:24][CH2:25][CH2:26]3)[cH:6][cH:7][cH:8]1. Reactants: N#Cc1cccc(S(=O)(=O)Cl)c1, CCNC(=N)N1CC2(C=N1)CCCC2, ClCCl. Reactants: ClC1=C(C(=O)OC)C=CC=C1[N+](=O)[O-] (methyl 2-chloro-3-nitrobenzoate), COC1=C(C=CC=C1)B(O)O (2-methoxybenzeneboronic acid), C([O-])([O-])=O.[Na+].[Na+] (sodium carbonate). The reagents and catalysts are C=1C=CC(=CC1)[P](C=2C=CC=CC2)(C=3C=CC=CC3)[Pd]([P](C=4C=CC=CC4)(C=5C=CC=CC5)C=6C=CC=CC6)([P](C=7C=CC=CC7)(C=8C=CC=CC8)C=9C=CC=CC9)[P](C=1C=CC=CC1)(C=1C=CC=CC1)C=1C=CC=CC1 (tetrakis(triphenylphosphine)palladium). Run in C1CCOC1 (THF), [Al] (aluminum). Yields the product C(=O)(OC)C1=C(C(=CC=C1)[N+](=O)[O-])C1=C(C=CC=C1)OC (2-carbomethoxy-6-nitro-2′-methoxy-biphenyl). Isolated yield 69.5%. As a reaction SMILES: Cl[C:2]1[C:11]([N+:12]([O-:14])=[O:13])=[CH:10][CH:9]=[CH:8][C:3]=1[C:4]([O:6][CH3:7])=[O:5].[CH3:15][O:16][C:17]1[CH:22]=[CH:21][CH:20]=[CH:19][C:18]=1B(O)O.C(=O)([O-])[O-].[Na+].[Na+]>C1COCC1.[Al].C1C=CC([P]([Pd]([P](C2C=CC=CC=2)(C2C=CC=CC=2)C2C=CC=CC=2)([P](C2C=CC=CC=2)(C2C=CC=CC=2)C2C=CC=CC=2)[P](C2C=CC=CC=2)(C2C=CC=CC=2)C2C=CC=CC=2)(C2C=CC=CC=2)C2C=CC=CC=2)=CC=1>[C:4]([C:3]1[CH:8]=[CH:9][CH:10]=[C:11]([N+:12]([O-:14])=[O:13])[C:2]=1[C:18]1[CH:19]=[CH:20][CH:21]=[CH:22][C:17]=1[O:16][CH3:15])([O:6][CH3:7])=[O:5] |f:2.3.4,^1:41,43,62,81|. Procedure details: A solution of methyl 2-chloro-3-nitrobenzoate (2.16 g, 10.0 mM), 2-methoxybenzeneboronic acid (1.64 g, 10.5 mM), tetrakis(triphenylphosphine)palladium (0) (584 mg, 0.5 mM), and 2 M aqueous sodium carbonate (10.5 mL, 21.0 mM) in 50 mL of THF was wrapped in aluminum foil and stirred at reflux for 27 hours. The THF was removed in vacuo and the residue dissolved in ethyl acetate. The mixture was washed with with H2O, 1 N HCl, H2O, sat. NaHCO3, and saturated brine, dried over magnesium sulfate, filte...